describe an organic reaction: reactants, conditions, products, and yield From a dataset of the Open Reaction Database (ORD), a public repository of structured organic reaction records. Reported procedure: The title compound was prepared from the product of step (iv) (0.53 g) and Lawesson's reagent (0.675 g) according to the method of example 2 step (ii). Purification was by chromatography eluting with 50% acetone in iso-hexane followed by trituration with acetonitrile. Yields the product CC1=CC2=C(C(C=3C(=NC=CC3)C=C2)C=2C(NC(NC2)=O)=S)C=C1 ((±)-5-[8-Methyl-5H-benzo[4,5]cyclohepta[1,2-b]pyridin-5-yl]-3,4-dihydro-4-thioxo-2(1H)-pyrimidinone). As a reaction SMILES: [CH3:1][C:2]1[CH:24]=[CH:23][C:5]2[CH:6]([C:15]3[C:16](=O)[NH:17][C:18](=[O:21])[NH:19][CH:20]=3)[C:7]3[C:8]([CH:13]=[CH:14][C:4]=2[CH:3]=1)=[N:9][CH:10]=[CH:11][CH:12]=3.COC1C=CC(P2(SP(C3C=CC(OC)=CC=3)(=S)S2)=[S:34])=CC=1>>[CH3:1][C:2]1[CH:24]=[CH:23][C:5]2[CH:6]([C:15]3[C:16](=[S:34])[NH:17][C:18](=[O:21])[NH:19][CH:20]=3)[C:7]3[C:8]([CH:13]=[CH:14][C:4]=2[CH:3]=1)=[N:9][CH:10]=[CH:11][CH:12]=3. The reactants are CC1=CC2=C(C(C=3C(=NC=CC3)C=C2)C=2C(NC(NC2)=O)=O)C=C1 ((±)-5-[8-Methyl-5H-benzo[4,5]cyclohepta[1,2-b]pyridin-5-yl]-2,4(1H,3H)pyrimidinedione), COC=1C=CC(=CC1)P2(=S)SP(=S)(S2)C=3C=CC(=CC3)OC (Lawesson's reagent). Reactants: 521a, C1=C(C=CC2=C1CNCCS2)N (6,7,8,9-tetrahydro-5-thia-8-aza-benzocyclohepten-2-ylamine), C(C)(=O)OCCBr (2-bromoethyl acetate). Yields the product NC=1C=CC2=C(CN(CCS2)CCOC(C)=O)C1 (acetic acid 2-(2-amino-6,7-dihydro-9H-5-thia-8-aza-benzocyclohepten-8-yl)-ethyl ester). Yield: 85.1%. RXN SMILES: [CH:1]1[C:6]2[CH2:7][NH:8][CH2:9][CH2:10][S:11][C:5]=2[CH:4]=[CH:3][C:2]=1[NH2:12].[C:13]([O:16][CH2:17][CH2:18]Br)(=[O:15])[CH3:14]>>[NH2:12][C:2]1[CH:3]=[CH:4][C:5]2[S:11][CH2:10][CH2:9][N:8]([CH2:18][CH2:17][O:16][C:13](=[O:15])[CH3:14])[CH2:7][C:6]=2[CH:1]=1. Reported procedure: Following the procedure of 521a, 6,7,8,9-tetrahydro-5-thia-8-aza-benzocyclohepten-2-ylamine (0.28 g, 0.0015 mol) and 2-bromoethyl acetate (0.40 g, 0.0023 mol) were reacted to give acetic acid 2-(2-amino-6,7-dihydro-9H-5-thia-8-aza-benzocyclohepten-8-yl)-ethyl ester (0.34 g, 83%) as an oil. LC/MS (ESI+): 266 (M). Starting materials: CCO (EtOH), C[O-].[Na+] (Sodium methoxide), NC1=CC=C(C(=O)OCC)C=C1 (ethyl 4-aminobenzoate), CC(C)=CCCC(C)CCO (citronellol). Solvent: C1CCCCC1 (cyclohexane). The product is NC1=CC=C(C(=O)OCCC(CCC=C(C)C)C)C=C1 ((3,7 dimethyl oct-6-enyl) 4-aminobenzoate). Isolated yield 30.3%. Reaction SMILES: C[O-].[Na+].[NH2:4][C:5]1[CH:15]=[CH:14][C:8]([C:9]([O:11][CH2:12][CH3:13])=[O:10])=[CH:7][CH:6]=1.[CH3:16][C:17](=[CH:19][CH2:20][CH2:21][CH:22](CCO)[CH3:23])[CH3:18].CCO>C1CCCCC1>[NH2:4][C:5]1[CH:6]=[CH:7][C:8]([C:9]([O:11][CH2:12][CH2:13][CH:22]([CH3:23])[CH2:21][CH2:20][CH:19]=[C:17]([CH3:18])[CH3:16])=[O:10])=[CH:14][CH:15]=1 |f:0.1|. Procedure: Sodium methoxide (2.5 g, cat.) was added to a suspension of ethyl 4-aminobenzoate (10 g, 60 mmol), citronellol (15 g, 90 mmol) in cyclohexane (100 mL). The suspension was heated under reflux for 8 hours with the azeotropic removal of EtOH. The mixture was cooled and filtered through a plug of silica (400 mL) with cyclohexane:isopropanol (95:5) as eluant to give the ester (5.0 g, 30%)as a pale yellow solid. Reactants: FC(C(C(F)(F)F)(O)C1=CC=C(CN2CCN(CC2)C(=O)OC(C)(C)C)C=C1)(F)F (tert-butyl 4-(4-(1,1,1,3,3,3-hexafluoro-2-hydroxypropan-2-yl)benzyl)piperazine-1-carboxylate), FC(C(=O)O)(F)F (trifluoroacetic acid). The solvent is ClCCl (dichloromethane). Run at time 2 hour. Product: FC(C(C(F)(F)F)(O)C1=CC=C(C=C1)CN1CCNCC1)(F)F (1,1,1,3,3,3-Hexafluoro-2-(4-(piperazin-1-ylmethyl)phenyl)propan-2-ol). The yield is 63.6%. As a reaction SMILES: [F:1][C:2]([F:30])([F:29])[C:3]([C:9]1[CH:28]=[CH:27][C:12]([CH2:13][N:14]2[CH2:19][CH2:18][N:17](C(OC(C)(C)C)=O)[CH2:16][CH2:15]2)=[CH:11][CH:10]=1)([OH:8])[C:4]([F:7])([F:6])[F:5].FC(F)(F)C(O)=O>ClCCl>[F:29][C:2]([F:1])([F:30])[C:3]([C:9]1[CH:10]=[CH:11][C:12]([CH2:13][N:14]2[CH2:15][CH2:16][NH:17][CH2:18][CH2:19]2)=[CH:27][CH:28]=1)([OH:8])[C:4]([F:7])([F:6])[F:5]. Procedure details: To a solution of tert-butyl 4-(4-(1,1,1,3,3,3-hexafluoro-2-hydroxypropan-2-yl)benzyl)piperazine-1-carboxylate (16.09 mmol, 7.12 g) in dichloromethane (30 mL) was added trifluoroacetic acid (5 mL) and the reaction stirred at room temperature for 2 hours. The reaction mixture was concentrated under vacuum and purified by SCX chromatography to afford the title compound (3.5 g). MS (ESI) m/z 343.1 [M+H]+ Starting materials: N[C@H](C(C)(C)S)C(=O)O (D-penicillamine), CSC1=CC=C(C=O)C=C1 (4-methylmercaptobenzaldehyde). Run in CO (methanol). Run at time 6 hour. Product: CC1([C@@H](NC(S1)C1=CC=C(C=C1)SC)C(=O)O)C (5,5-Dimethyl-2-(4-methylmercaptophenyl)-thiazolidine-4(S)-carboxylic acid). The yield is 97.2%. RXN SMILES: [NH2:1][C@@H:2]([C:7]([OH:9])=[O:8])[C:3]([SH:6])([CH3:5])[CH3:4].[CH3:10][S:11][C:12]1[CH:19]=[CH:18][C:15]([CH:16]=O)=[CH:14][CH:13]=1>CO>[CH3:4][C:3]1([CH3:5])[S:6][CH:16]([C:15]2[CH:18]=[CH:19][C:12]([S:11][CH3:10])=[CH:13][CH:14]=2)[NH:1][C@H:2]1[C:7]([OH:9])=[O:8]. Procedure details: A solution containing 4.48 g (30 mmoles) of D-penicillamine and 3.99 ml (30 mmoles) of 4-methylmercaptobenzaldehyde in 90 ml of 30% aqueous methanol is stirred for 6 hours. The white solid precipitate is filtered out to give 8.26 g (97.1%) of the title product which can be recrystallized from methanol by adding water, m.p.: 150°-152° C., [α]D20 =+74.4° (c=0.516, dimethylsulphoxide). Product: CCCC[Sn](CCCC)(CCCC)c1c(I)ncn1C. Starting materials: [Br-], CC[Mg+], CCCC[Sn](Cl)(CCCC)CCCC, C1CCOC1, [Cl-], Cn1cnc(I)c1I, [NH4+], O. Reaction SMILES: [Br-:9].[CH2:10]([Mg+:11])[CH3:12].[CH2:13]([CH2:14][CH2:15][CH3:16])[Sn:17]([CH2:18][CH2:19][CH2:20][CH3:21])([CH2:22][CH2:23][CH2:24][CH3:25])[Cl:26].[CH2:29]1[O:30][CH2:31][CH2:32][CH2:33]1.[Cl-:27].[I:1][c:2]1[n:3][cH:4][n:5]([CH3:8])[c:6]1[I:7].[NH4+:28].[OH2:34]>>[I:1][c:2]1[n:3][cH:4][n:5]([CH3:8])[c:6]1[Sn:17]([CH2:13][CH2:14][CH2:15][CH3:16])([CH2:18][CH2:19][CH2:20][CH3:21])[CH2:22][CH2:23][CH2:24][CH3:25]. Reactants: Cc1ccccc1, CCO, O=N[O-], CC1(C)Cc2c(Br)ccc(N)c2O1, [Na+], O=S(=O)(O)O. The product is CC1(C)Cc2c(Br)cccc2O1. RXN SMILES: [CH3:14][c:15]1[cH:16][cH:17][cH:18][cH:19][cH:20]1.[CH3:30][CH2:31][OH:32].[N:26]([O-:27])=[O:28].[NH2:1][c:2]1[cH:3][cH:4][c:5]([Br:13])[c:6]2[c:10]1[O:9][C:8]([CH3:11])([CH3:12])[CH2:7]2.[Na+:29].[S:21](=[O:22])(=[O:23])([OH:24])[OH:25]>>[cH:2]1[cH:3][cH:4][c:5]([Br:13])[c:6]2[c:10]1[O:9][C:8]([CH3:11])([CH3:12])[CH2:7]2. Run at temperature 100 celsius. Procedure: Potassium carbonate (53 mg, 0.39 mmol) was added to a solution of 4-(4-chloro-pyrazolo[3,4-d]pyrimidin-1-yl)-piperidine-1-carboxylic acid tert-butyl ester (Intermediate 19; 100 mg, 0.3 mmol) and 2,4,5-trifluoro-phenol (available from Alfa Aesar, Ward Hill, Mass., USA; 57 mg, 0.39 mmol) in dimethylformamide (5 mL). The reaction mixture was heated at 100° C. in an oil bath overnight, then it was cooled to room temperature, and water and diethyl ether were added. The aqueous phase was extracted twi... Reaction SMILES: C(=O)([O-])[O-].[K+].[K+].[C:7]([O:11][C:12]([N:14]1[CH2:19][CH2:18][CH:17]([N:20]2[C:24]3=[N:25][CH:26]=[N:27][C:28](Cl)=[C:23]3[CH:22]=[N:21]2)[CH2:16][CH2:15]1)=[O:13])([CH3:10])([CH3:9])[CH3:8].[F:30][C:31]1[CH:36]=[C:35]([F:37])[C:34]([F:38])=[CH:33][C:32]=1[OH:39].O>CN(C)C=O.C(OCC)C>[C:7]([O:11][C:12]([N:14]1[CH2:19][CH2:18][CH:17]([N:20]2[C:24]3=[N:25][CH:26]=[N:27][C:28]([O:39][C:32]4[CH:33]=[C:34]([F:38])[C:35]([F:37])=[CH:36][C:31]=4[F:30])=[C:23]3[CH:22]=[N:21]2)[CH2:16][CH2:15]1)=[O:13])([CH3:10])([CH3:9])[CH3:8] |f:0.1.2|. Yields the product C(C)(C)(C)OC(=O)N1CCC(CC1)N1N=CC=2C1=NC=NC2OC2=C(C=C(C(=C2)F)F)F (4-[4-(2,4,5-trifluoro-phenoxy)-pyrazolo[3,4-d]pyrimidin-1-yl]-piperidine-1-carboxylic acid tert-butyl ester). The yield is 49.0%. Starting materials: C([O-])([O-])=O.[K+].[K+] (Potassium carbonate), C(C)(C)(C)OC(=O)N1CCC(CC1)N1N=CC=2C1=NC=NC2Cl (4-(4-chloro-pyrazolo[3,4-d]pyrimidin-1-yl)-piperidine-1-carboxylic acid tert-butyl ester), C(C)(C)(C)OC(=O)N1CCC(CC1)N1N=CC=2C1=NC=NC2Cl (4-(4-chloro-pyrazolo[3,4-d]pyrimidin-1-yl)-piperidine-1-carboxylic acid tert-butyl ester), FC1=C(C=C(C(=C1)F)F)O (2,4,5-trifluoro-phenol), O (water). Solvent: CN(C=O)C (dimethylformamide), C(C)OCC (diethyl ether).